This data is from the Open Reaction Database (ORD), a public repository of structured organic reaction records. The task is: describe an organic reaction: reactants, conditions, products, and yield Starting materials: ClCCl, CN(C)c1ccncc1, O=C(Cl)c1ccc(OCC2CC2)c(OCC2CC2)c1, O=C(Cl)c1ccccc1OC(C1CC1)C1CC1, COc1ccc(C2CC(OC(C)=O)CCC2N)cc1OC, c1ccncc1. The product is COc1ccc(C2CC(OC(C)=O)CCC2NC(=O)c2ccc(OCC3CC3)c(OCC3CC3)c2)cc1OC. As a reaction SMILES: [CH2:58]([Cl:59])[Cl:60].[CH3:67][N:68]([CH3:69])[c:70]1[cH:71][cH:72][n:73][cH:74][cH:75]1.[CH:22]1([CH2:25][O:26][c:27]2[cH:28][c:29]([C:30](=[O:31])[Cl:32])[cH:33][cH:34][c:35]2[O:36][CH2:37][CH:38]2[CH2:39][CH2:40]2)[CH2:23][CH2:24]1.[CH:41]1([CH:42]([CH:43]2[CH2:44][CH2:45]2)[O:46][c:47]2[cH:48][cH:49][cH:50][cH:51][c:52]2[C:53]([Cl:54])=[O:55])[CH2:56][CH2:57]1.[NH2:1][CH:2]1[CH:3]([c:12]2[cH:13][c:14]([O:20][CH3:21])[c:15]([O:18][CH3:19])[cH:16][cH:17]2)[CH2:4][CH:5]([O:8][C:9]([CH3:10])=[O:11])[CH2:6][CH2:7]1.[cH:61]1[cH:62][cH:63][n:64][cH:65][cH:66]1>>[NH:1]([CH:2]1[CH:3]([c:12]2[cH:13][c:14]([O:20][CH3:21])[c:15]([O:18][CH3:19])[cH:16][cH:17]2)[CH2:4][CH:5]([O:8][C:9]([CH3:10])=[O:11])[CH2:6][CH2:7]1)[C:30]([c:29]1[cH:28][c:27]([O:26][CH2:25][CH:22]2[CH2:23][CH2:24]2)[c:35]([O:36][CH2:37][CH:38]2[CH2:39][CH2:40]2)[cH:34][cH:33]1)=[O:31].